From a dataset of the Open Reaction Database (ORD), a public repository of structured organic reaction records. describe an organic reaction: reactants, conditions, products, and yield Reactants: BrC=1C=C2C(=NC1)OC1=CC=C(C=C1[C@]21N=C(OC1)N)I ((S)-3-bromo-7-iodo-5′H-spiro[chromeno[2,3-b]pyridine-5,4′-oxazol]-2′-amine), C[Si](C#CC1(COC1)C)(C)C (trimethyl((3-methyloxetan-3-yl)ethynyl)silane), IC1=CC=C(C=C1)O (4-iodophenol), ClC=1C(=C(C=CC1)B(O)O)F (3-chloro-2-fluorophenylboronic acid). The product is ClC=1C(=C(C=CC1)C=1C=C2C(=CC1)OC1=NC=C(C=C1[C@@]21N=C(OC1)N)C#CC1(COC1)C)F ((S)-7-(3-chloro-2-fluorophenyl)-3-((3-methyloxetan-3-yl)ethynyl)-5′H-spiro[chromeno[2,3-b]pyridine-5,4′-oxazol]-2′-amine). Procedure: The titled compound was synthesized by steps analogous to those described in method AA5 above, but using (S)-3-bromo-7-iodo-5′H-spiro[chromeno[2,3-b]pyridine-5,4′-oxazol]-2′-amine (prepared using the same procedures as described in Method CC6 but using 4-iodophenol) 3-chloro-2-fluorophenylboronic acid and trimethyl((3-methyloxetan-3-yl)ethynyl)silane. MS m/z=476.1 [M+H]+. Calculated for C26H19ClFN3O3: 475.11. 1H NMR (400 MHz, DMSO-d6) δ=8.45 (br. s., 1 H), 7.67 (br. s., 2 H), 7.65-7.60 (m, 2H), ... RXN SMILES: Br[C:2]1[CH:3]=[C:4]2[C@:15]3([CH2:19][O:18][C:17]([NH2:20])=[N:16]3)[C:14]3[C:9](=[CH:10][CH:11]=[C:12](I)[CH:13]=3)[O:8][C:5]2=[N:6][CH:7]=1.IC1C=CC(O)=CC=1.[Cl:30][C:31]1[C:32]([F:40])=[C:33](B(O)O)[CH:34]=[CH:35][CH:36]=1.C[Si](C)(C)[C:43]#[C:44][C:45]1([CH3:49])[CH2:48][O:47][CH2:46]1>>[Cl:30][C:31]1[C:32]([F:40])=[C:33]([C:12]2[CH:13]=[C:14]3[C@@:15]4([CH2:19][O:18][C:17]([NH2:20])=[N:16]4)[C:4]4[C:5](=[N:6][CH:7]=[C:2]([C:43]#[C:44][C:45]5([CH3:49])[CH2:48][O:47][CH2:46]5)[CH:3]=4)[O:8][C:9]3=[CH:10][CH:11]=2)[CH:34]=[CH:35][CH:36]=1. Starting materials: FC1=CC=C2C(=NN(C2=C1)C)C=1N=C2C(=NC1)N(C=C2C(=O)NC(C)[C@H]2C[C@H](C2)OS(=O)(=O)C)COCC[Si](C)(C)C (methanesulfonic acid cis-3-(1-{[2-(6-fluoro-1-methyl-1H-indazol-3-yl)-5-(2-trimethylsilanyl-ethoxymethyl)-5H-pyrrolo[2,3-b]pyrazine-7-carbonyl]-amino}-ethyl)-cyclobutyl ester), [C-]#N.[K+] (potassium cyanide), C1COCCOCCOCCOCCOCCO1 (18-Crown-6). The solvent is CS(=O)C (DMSO). Conditions: temperature 60 celsius, time 2 hour. Product: C(#N)[C@@H]1C[C@H](C1)C(C)NC(=O)C1=CN(C2=NC=C(N=C21)C2=NN(C1=CC(=CC=C21)F)C)COCC[Si](C)(C)C (2-(6-fluoro-1-methyl-1H-indazol-3-yl)-5-(2-trimethylsilanyl-ethoxymethyl)-5H-pyrrolo[2,3-b]pyrazine-7-carboxylic acid [1-(trans-3-cyano-cyclobutyl)-ethyl]-amide). The yield is 44.2%. RXN SMILES: [F:1][C:2]1[CH:10]=[C:9]2[C:5]([C:6]([C:12]3[N:13]=[C:14]4[C:20]([C:21]([NH:23][CH:24]([C@@H:26]5[CH2:29][C@H:28](OS(C)(=O)=O)[CH2:27]5)[CH3:25])=[O:22])=[CH:19][N:18]([CH2:35][O:36][CH2:37][CH2:38][Si:39]([CH3:42])([CH3:41])[CH3:40])[C:15]4=[N:16][CH:17]=3)=[N:7][N:8]2[CH3:11])=[CH:4][CH:3]=1.[C-:43]#[N:44].[K+].C1OCCOCCOCCOCCOCCOC1>CS(C)=O>[C:43]([C@H:28]1[CH2:29][C@H:26]([CH:24]([NH:23][C:21]([C:20]2[C:14]3[C:15](=[N:16][CH:17]=[C:12]([C:6]4[C:5]5[C:9](=[CH:10][C:2]([F:1])=[CH:3][CH:4]=5)[N:8]([CH3:11])[N:7]=4)[N:13]=3)[N:18]([CH2:35][O:36][CH2:37][CH2:38][Si:39]([CH3:42])([CH3:40])[CH3:41])[CH:19]=2)=[O:22])[CH3:25])[CH2:27]1)#[N:44] |f:1.2|. Procedure: To a solution of methanesulfonic acid cis-3-(1-{[2-(6-fluoro-1-methyl-1H-indazol-3-yl)-5-(2-trimethylsilanyl-ethoxymethyl)-5H-pyrrolo[2,3-b]pyrazine-7-carbonyl]-amino}-ethyl)-cyclobutyl ester (crude from step 1, 114 mg, 0.19 mmol) in DMSO (1.5 mL) at room temperature was added potassium cyanide (48 mg, 0.74 mmol). The reaction mixture was heated at 60° C. for 2.5 h. 18-Crown-6 (10 mg, 0.04 mmol) was added and heated was continued at 80° C. for 2 h then at 100° C. overnight. The reaction was cool... Reactants: ClC=1C=CC(=C(C1)C1=CC(N(C=C1OC)C(C(=O)O)C[C@@H]1OCCC1)=O)C#N (2-[4-(5-chloro-2-cyanophenyl)-5-methoxy-2-oxopyridin-1(2H)-yl]-3-[(2R)-tetrahydrofuran-2-yl]propanoic acid), NC1=CC=C(C(=O)OC(C)(C)C)C=C1 (tert-butyl 4-aminobenzoate). Product: ClC=1C=CC(=C(C1)C1=CC(N(C=C1OC)C(C(=O)NC1=CC=C(C(=O)OC(C)(C)C)C=C1)C[C@@H]1OCCC1)=O)C#N (tert-Butyl 4-({2-[4-(5-chloro-2-cyanophenyl)-5-methoxy-2-oxopyridin-1(2H)-yl]-3-[(2R)-tetrahydrofuran-2-yl]propanoyl}amino)benzoate). RXN SMILES: [Cl:1][C:2]1[CH:3]=[CH:4][C:5]([C:27]#[N:28])=[C:6]([C:8]2[C:13]([O:14][CH3:15])=[CH:12][N:11]([CH:16]([CH2:20][C@H:21]3[CH2:25][CH2:24][CH2:23][O:22]3)[C:17]([OH:19])=O)[C:10](=[O:26])[CH:9]=2)[CH:7]=1.[NH2:29][C:30]1[CH:42]=[CH:41][C:33]([C:34]([O:36][C:37]([CH3:40])([CH3:39])[CH3:38])=[O:35])=[CH:32][CH:31]=1>>[Cl:1][C:2]1[CH:3]=[CH:4][C:5]([C:27]#[N:28])=[C:6]([C:8]2[C:13]([O:14][CH3:15])=[CH:12][N:11]([CH:16]([CH2:20][C@H:21]3[CH2:25][CH2:24][CH2:23][O:22]3)[C:17]([NH:29][C:30]3[CH:42]=[CH:41][C:33]([C:34]([O:36][C:37]([CH3:38])([CH3:39])[CH3:40])=[O:35])=[CH:32][CH:31]=3)=[O:19])[C:10](=[O:26])[CH:9]=2)[CH:7]=1. Procedure details: 585 mg (purity 73%, 1.1 mmol) of 2-[4-(5-chloro-2-cyanophenyl)-5-methoxy-2-oxopyridin-1(2H)-yl]-3-[(2R)-tetrahydrofuran-2-yl]propanoic acid (mixture of enantiomerically pure diastereomers 1 and 2) and 225 mg (1.2 mmol, 1.1 eq.) of tert-butyl 4-aminobenzoate were reacted according to General Method 5A. Yield: 327 mg (53% of theory) The reactants are CC(C)CC1(C(=O)OC(C)(C)C)CC(c2cc(C#N)ccn2)C(c2cncs2)N1C(=O)c1ccc(C(C)(C)C)cc1, O=C(O)C(F)(F)F. The product is CC(C)CC1(C(=O)O)CC(c2cc(C#N)ccn2)C(c2cncs2)N1C(=O)c1ccc(C(C)(C)C)cc1. As a reaction SMILES: [C:1]([CH3:2])([CH3:3])([CH3:4])[O:5][C:6](=[O:7])[C:8]1([CH2:38][CH:39]([CH3:40])[CH3:41])[N:9]([C:26]([c:27]2[cH:28][cH:29][c:30]([C:33]([CH3:34])([CH3:35])[CH3:36])[cH:31][cH:32]2)=[O:37])[CH:10]([c:21]2[cH:22][n:23][cH:24][s:25]2)[CH:11]([c:13]2[n:14][cH:15][cH:16][c:17]([C:19]#[N:20])[cH:18]2)[CH2:12]1.[F:42][C:43]([F:44])([F:45])[C:46]([OH:47])=[O:48]>>[O:5]=[C:6]([OH:7])[C:8]1([CH2:38][CH:39]([CH3:40])[CH3:41])[N:9]([C:26]([c:27]2[cH:28][cH:29][c:30]([C:33]([CH3:34])([CH3:35])[CH3:36])[cH:31][cH:32]2)=[O:37])[CH:10]([c:21]2[cH:22][n:23][cH:24][s:25]2)[CH:11]([c:13]2[n:14][cH:15][cH:16][c:17]([C:19]#[N:20])[cH:18]2)[CH2:12]1. Reactants: FC1=C(C=CC(=C1C)F)C1=CC=CC=C1 (2,4-difluoro-3-methyl[1,1'-biphenyl]), BrN1C(CCC1=O)=O (N-bromosuccinimide). Solvent: C(Cl)(Cl)(Cl)Cl (carbon tetrachloride). Yields the product BrCC=1C(=C(C=CC1F)C1=CC=CC=C1)F (3-bromomethyl-2,4-difluoro[1,1'-biphenyl]). Isolated yield 112.4%. As a reaction SMILES: [F:1][C:2]1[C:7]([CH3:8])=[C:6]([F:9])[CH:5]=[CH:4][C:3]=1[C:10]1[CH:15]=[CH:14][CH:13]=[CH:12][CH:11]=1.[Br:16]N1C(=O)CCC1=O>C(Cl)(Cl)(Cl)Cl>[Br:16][CH2:8][C:7]1[C:2]([F:1])=[C:3]([C:10]2[CH:11]=[CH:12][CH:13]=[CH:14][CH:15]=2)[CH:4]=[CH:5][C:6]=1[F:9]. Reported procedure: A stirred solution of 2,4-difluoro-3-methyl[1,1'-biphenyl] (2.2 g, 0.011 mole) and N-bromosuccinimide (1.9 g, 0.011 mole) in 100 ml of carbon tetrachloride was irradiated with a 250 watt brooder lamp for 4 hours. The reaction mixture was allowed to reflux from the heat of the lamp. The reaction mixture was then filtered, and the filter cake was washed with three portions of carbon tetrachloride. The washes and filtrate were combined and evaporated under reduced pressure to give 3-bromomethyl-2,4... Starting materials: C(C1=CC=CC=C1)OC(=O)C=1SC(=NN1)N (5-Amino-1,3,4-thiadiazole-2-carboxylic Acid Benzyl Ester), C(C1=CC=CC=C1)N=C=O (benzyl isocyanate). The solvent is C1CCOC1 (THF). Reaction conditions: time 8 hour. Yields the product C(C1=CC=CC=C1)OC(=O)C=1SC(=NN1)NC(=O)NCC1=CC=CC=C1 (5-(3-benzyl-ureido)-1,3,4-thiadiazole-2-carboxylic acid benzyl ester). Isolated yield 76.6%. Reaction SMILES: [CH2:1]([O:8][C:9]([C:11]1[S:12][C:13]([NH2:16])=[N:14][N:15]=1)=[O:10])[C:2]1[CH:7]=[CH:6][CH:5]=[CH:4][CH:3]=1.[CH2:17]([N:24]=[C:25]=[O:26])[C:18]1[CH:23]=[CH:22][CH:21]=[CH:20][CH:19]=1>C1COCC1>[CH2:1]([O:8][C:9]([C:11]1[S:12][C:13]([NH:16][C:25]([NH:24][CH2:17][C:18]2[CH:23]=[CH:22][CH:21]=[CH:20][CH:19]=2)=[O:26])=[N:14][N:15]=1)=[O:10])[C:2]1[CH:3]=[CH:4][CH:5]=[CH:6][CH:7]=1. Procedure details: To a solution of the product of Step (d) (0.1 g, 0.000425 mol) in THF (6.07 mL) was added benzyl isocyanate (0.0525 mL, 0.000425 mol), and the mixture was stirred overnight at room temperature. After 24 hours, the mixture was rotary evaporated and the concentrate was diluted with ethyl ether and dichloromethane. A solid was filtered and washed with ethyl ether. The mother filtrate was rotary evaporated and the residue triturated with ethyl ether and dichloromethane to give additional solids. The... Reactants: CCN=C=NCCCN(C)C (WSC), C=1C=CC2=C(C1)N=NN2O (HOBt), C(C)(C)C1=C(N)C(=CC=C1)C(C)C (2,6-diisoproylaniline), BrCCCCC(=O)O (5-bromopentanoic acid). Solvent: CN(C)C=O (DMF). Run at time 12 hour. Product: BrCCCCC(=O)NC1=C(C=CC=C1C(C)C)C(C)C (5-bromo-N-(2,6-diisopropylphenyl)pentanamide). Isolated yield 41.1%. As a reaction SMILES: CCN=C=NCCCN(C)C.C1C=CC2N(O)N=NC=2C=1.[CH:22]([C:25]1[CH:31]=[CH:30][CH:29]=[C:28]([CH:32]([CH3:34])[CH3:33])[C:26]=1[NH2:27])([CH3:24])[CH3:23].[Br:35][CH2:36][CH2:37][CH2:38][CH2:39][C:40](O)=[O:41]>CN(C=O)C>[Br:35][CH2:36][CH2:37][CH2:38][CH2:39][C:40]([NH:27][C:26]1[C:25]([CH:22]([CH3:24])[CH3:23])=[CH:31][CH:30]=[CH:29][C:28]=1[CH:32]([CH3:34])[CH3:33])=[O:41]. Procedure: WSC (2.87 g, 15 mmols) and HOBt (2.03 g, 15 mmols) were added to a DMF (20 ml) solution of 2,6-diisoproylaniline (1.97 g, 10 mmols) and 5-bromopentanoic acid (2.71 g, 15 mmols), and stirred at room temperature for 12 hours. The reaction mixture was extracted with ether. The organic layer was washed with water, 1 N HCl, an aqueous saturated solution of sodium hydrogencarbonate and saturated saline in that order, and dried with anhydrous magnesium sulfate, and the solvent was evaporated. Then, the... Starting materials: C(CC(O)(C(=O)O)CC(=O)O)(=O)O (citric acid), ClC=1C=C(C(=O)OC)C=C(C1)I (methyl 3-chloro-5-iodobenzoate), [Br-].C1(CC1)[Zn+] (cyclopropylzinc(II)bromide), PEPPSI-IPr, CN1C(N(CC1)C)=O (1,3-dimethyl-2-imidazolidinone), C(CC(O)(C(=O)O)CC(=O)O)(=O)O (citric acid), [Br-].C1(CC1)[Zn+] (cyclopropylzinc(II) bromide), PEPPSI-IPr, CN1C(N(CC1)C)=O (1,3-dimethyl-2-imidazolidinone). Solvent: CCOC(=O)C (EtOAc), C1CCOC1 (THF), CCOC(=O)C (EtOAc). Reaction conditions: temperature 50 celsius, time 2.25 hour. The product is ClC=1C=C(C(=O)OC)C=C(C1)C1CC1 (Methyl 3-chloro-5-cyclopropylbenzoate). Isolated yield 63.2%. Reaction SMILES: [Cl:1][C:2]1[CH:3]=[C:4]([CH:9]=[C:10](I)[CH:11]=1)[C:5]([O:7][CH3:8])=[O:6].[Br-].[CH:14]1([Zn+])[CH2:16][CH2:15]1.CN1CCN(C)C1=O.C(O)(=O)CC(CC(O)=O)(C(O)=O)O>C1COCC1.CCOC(C)=O>[Cl:1][C:2]1[CH:3]=[C:4]([CH:9]=[C:10]([CH:14]2[CH2:16][CH2:15]2)[CH:11]=1)[C:5]([O:7][CH3:8])=[O:6] |f:1.2|. Procedure details: To a solution of methyl 3-chloro-5-iodobenzoate (0.5 g, 1.69 mmol) in THF (5 mL) were added cyclopropylzinc(II)bromide (3.71 mL, 1.86 mmol), PEPPSI-IPr (22.9 mg, 33.7 μmol, CAS RN 905459-27-0) and 1,3-dimethyl-2-imidazolidinone (DMI) (1 mL) and the turbid light brown solution was stirred at 50° C. for 2.25 hours. The reaction mixture was poured on 10% aqueous citric acid solution and EtOAc and the layers were separated. The aqueous layer was extracted twice with EtOAc. The organic layers were wa...